This data is from the Open Reaction Database (ORD), a public repository of structured organic reaction records. The task is: describe an organic reaction: reactants, conditions, products, and yield The reactants are C1=2C(=O)OC(NC1=CC=CC2)=O (isatoic anhydride), N1=CC(=CC=C1)CCN (2-(3-pyridinyl)ethylamine). Solvent: C(C)O (ethanol). Run at time 22 hour. Product: NC1=C(C(=O)NCCC=2C=NC=CC2)C=CC=C1 (2-Amino-N-[2-(3-pyridinyl)ethyl]benzamide). Reaction SMILES: [C:1]12[C:7](=[CH:8][CH:9]=[CH:10][CH:11]=1)[NH:6]C(=O)[O:4][C:2]2=O.[N:13]1[CH:18]=[CH:17][CH:16]=[C:15]([CH2:19][CH2:20][NH2:21])[CH:14]=1>C(O)C>[NH2:6][C:7]1[CH:8]=[CH:9][CH:10]=[CH:11][C:1]=1[C:2]([NH:21][CH2:20][CH2:19][C:15]1[CH:14]=[N:13][CH:18]=[CH:17][CH:16]=1)=[O:4]. Reported procedure: A mixture of 4.89 g of isatoic anhydride, 3.66 g of 2-(3-pyridinyl)ethylamine and 40 ml of ethanol was stirred at room temperature for 22 hours. The reaction mixture was concentrated and the residue was dissolved in ethyl acetate and cooled. The desired product was isolated by filtration, mp 126°-128° C. Starting materials: C(C1=CC=CC=C1)N1CC2C(C1)C(NC2=O)=O (5-benzyltetrahydropyrrolo[3,4-c]pyrrole-1,3(2H,3aH)-dione), [H-].[H-].[H-].[H-].[Li+].[Al+3] (LiAlH4). Solvent: C1CCOC1 (THF). Yields the product C(C1=CC=CC=C1)N1CC2CNCC2C1 (2-benzyloctahydropyrrolo[3,4-c]pyrrole). Yield: 60.7%. Reaction SMILES: [CH2:1]([N:8]1[CH2:12][CH:11]2[C:13](=O)[NH:14][C:15](=O)[CH:10]2[CH2:9]1)[C:2]1[CH:7]=[CH:6][CH:5]=[CH:4][CH:3]=1.[H-].[H-].[H-].[H-].[Li+].[Al+3]>C1COCC1>[CH2:1]([N:8]1[CH2:9][CH:10]2[CH:11]([CH2:13][NH:14][CH2:15]2)[CH2:12]1)[C:2]1[CH:7]=[CH:6][CH:5]=[CH:4][CH:3]=1 |f:1.2.3.4.5.6|. Reported procedure: To a suspension of 5-benzyltetrahydropyrrolo[3,4-c]pyrrole-1,3(2H,3aH)-dione (3.88 g) in THF (80 mL) at −5° C. was added LiAlH4 (1.92 g) slowly. The reaction mixture was heated to reflux for 4 h, and then quenched with water, the mixture was extracted with EtOAc. The organic phase was dried over anhydrous Na2SO4 for 1 h and filtered. The filtrate was concentrated in vacuo and the residue was chromatographed with a silica gel column (eluting agent: 200:30:1 (v/v) DCM/MeOH/NH3H2O) to give the titl... The product is Cn1cncc1C(O)(c1ccc(F)cc1)c1ccc2nc(Cl)nc(-c3cccc(Cl)c3)c2c1. RXN SMILES: [CH2:53]1[O:54][CH2:55][CH2:56][CH2:57]1.[CH3:12][n:13]1[cH:14][cH:15][n:16][cH:17]1.[CH3:1][CH2:2][CH2:3][CH2:4][Li:5].[CH3:58][CH2:59][O:60][C:61]([CH3:62])=[O:63].[CH3:6][CH2:7][CH2:8][CH2:9][CH2:10][CH3:11].[Cl:18][Si:19]([CH2:20][CH3:21])([CH2:22][CH3:23])[CH2:24][CH3:25].[Cl:26][c:27]1[n:28][c:29]2[cH:30][cH:31][c:32]([C:44](=[O:45])[c:46]3[cH:47][cH:48][c:49]([F:52])[cH:50][cH:51]3)[cH:33][c:34]2[c:35](-[c:37]2[cH:38][c:39]([Cl:43])[cH:40][cH:41][cH:42]2)[n:36]1.[OH2:64]>>[CH3:12][n:13]1[c:14]([C:44]([c:32]2[cH:31][cH:30][c:29]3[n:28][c:27]([Cl:26])[n:36][c:35](-[c:37]4[cH:38][c:39]([Cl:43])[cH:40][cH:41][cH:42]4)[c:34]3[cH:33]2)([OH:45])[c:46]2[cH:47][cH:48][c:49]([F:52])[cH:50][cH:51]2)[cH:15][n:16][cH:17]1. Reactants: C1CCOC1, Cn1ccnc1, [Li]CCCC, CCOC(C)=O, CCCCCC, CC[Si](Cl)(CC)CC, O=C(c1ccc(F)cc1)c1ccc2nc(Cl)nc(-c3cccc(Cl)c3)c2c1, O. Reactants: O=C1CCC(=O)N1Br, ClCCl, c1ccc(P(c2ccccc2)c2ccccc2)cc1, OCCc1ccc2ccccc2c1, c1c[nH]cn1. Product: BrCCc1ccc2ccccc2c1. Reaction SMILES: [Br:20][N:21]1[C:22](=[O:23])[CH2:24][CH2:25][C:26]1=[O:27].[Cl:46][CH2:47][Cl:48].[c:1]1([P:2]([c:3]2[cH:4][cH:5][cH:6][cH:7][cH:8]2)[c:9]2[cH:10][cH:11][cH:12][cH:13][cH:14]2)[cH:15][cH:16][cH:17][cH:18][cH:19]1.[cH:28]1[c:29]([CH2:38][CH2:39][OH:40])[cH:30][cH:31][c:32]2[cH:33][cH:34][cH:35][cH:36][c:37]12.[nH:41]1[cH:42][cH:43][n:44][cH:45]1>>[Br:20][CH2:39][CH2:38][c:29]1[cH:28][c:37]2[c:32]([cH:31][cH:30]1)[cH:33][cH:34][cH:35][cH:36]2. Reactants: N#Cc1c2cc(C3CC3)c([N+](=O)[O-])cc2[n+]([O-])n1-c1ccc(Br)cc1, CCO, ClC(Cl)Cl, ClP(Cl)Cl. Yields the product N#Cc1c2cc(C3CC3)c([N+](=O)[O-])cc2nn1-c1ccc(Br)cc1. Reaction SMILES: [Br:1][c:2]1[cH:3][cH:4][c:5](-[n:8]2[n+:9]([O-:25])[c:10]3[cH:11][c:12]([N+:22](=[O:23])[O-:24])[c:13]([CH:19]4[CH2:20][CH2:21]4)[cH:14][c:15]3[c:16]2[C:17]#[N:18])[cH:6][cH:7]1.[CH3:30][CH2:31][OH:32].[CH:33]([Cl:34])([Cl:35])[Cl:36].[Cl:26][P:27]([Cl:28])[Cl:29]>>[Br:1][c:2]1[cH:3][cH:4][c:5](-[n:8]2[n:9][c:10]3[cH:11][c:12]([N+:22](=[O:23])[O-:24])[c:13]([CH:19]4[CH2:20][CH2:21]4)[cH:14][c:15]3[c:16]2[C:17]#[N:18])[cH:6][cH:7]1. Starting materials: O (water), N1=CC=CC=C1 (pyridine), P(=O)(Cl)(Cl)Cl (phosphorus oxychloride), C(C1=CC=CC=C1)(=O)N1CCC(CC1)CO (N-benzoyl-4-hydroxymethylpiperidine). Solvent: C(Cl)(Cl)Cl (chloroform), C(Cl)(Cl)Cl (chloroform). Conditions: time 24 hour. Yields the product C(C1=CC=CC=C1)(=O)N1CCC(CC1)CCl (N-benzoyl-4-chloromethylpiperidine). Isolated yield 53.4%. Reaction SMILES: [C:1]([N:9]1[CH2:14][CH2:13][CH:12]([CH2:15]O)[CH2:11][CH2:10]1)(=[O:8])[C:2]1[CH:7]=[CH:6][CH:5]=[CH:4][CH:3]=1.N1C=CC=CC=1.P(Cl)(Cl)([Cl:25])=O.O>C(Cl)(Cl)Cl>[C:1]([N:9]1[CH2:14][CH2:13][CH:12]([CH2:15][Cl:25])[CH2:11][CH2:10]1)(=[O:8])[C:2]1[CH:7]=[CH:6][CH:5]=[CH:4][CH:3]=1. Procedure details: In 10 ml of chloroform was dissolved 2.19 g (10 mmol) of N-benzoyl-4-hydroxymethylpiperidine (C) and to the resulting solution were added 0.81 ml (10 mmol) of pyridine and 1.4 ml (15 mmol) of phosphorus oxychloride. The resulting mixture was stirred at room temperature for 24 hours. After the completion of the reaction, thereto was added 10 ml of chloroform and the resulting mixture was poured into 20 ml of iced water to separate an organic layer. The organic layer was washed with 20 ml of water...